The task is: describe an organic reaction: reactants, conditions, products, and yield. This data is from the Open Reaction Database (ORD), a public repository of structured organic reaction records. Starting materials: CC=1NC2=CC=CC(=C2C1)OCC(CN1C2CC=CCC(C1)N(C2)C2=CC1=CC=CC=C1C=C2)O (1-(2-Methyl-1H-indol-4-yloxy)-3-(9-naphthalen-2-yl-7,9-diaza-bicyclo[4.2.2]dec-3-en-7-yl)-propan-2-ol). Reagents/catalysts: [Pd] (Pd/C). Solvent: CO (methanol). Conditions: time 8 hour. Yields the product CC=1NC2=CC=CC(=C2C1)OCC(CN1C2CCCCC(C1)N(C2)C2CC1=CC=CC=C1CC2)O (1-(2-Methyl-1H-indol-4-yloxy)-3-[9-(1,2,3,4-tetrahydro-naphthalen-2-yl)-7,9-diaza-bicyclo[4.2.2]dec-7-yl]-propan-2-ol). Reaction SMILES: [CH3:1][C:2]1[NH:3][C:4]2[C:9]([CH:10]=1)=[C:8]([O:11][CH2:12][CH:13]([OH:35])[CH2:14][N:15]1[CH2:22][CH:21]3[N:23]([C:25]4[CH:34]=[CH:33][C:32]5[C:27](=[CH:28][CH:29]=[CH:30][CH:31]=5)[CH:26]=4)[CH2:24][CH:16]1[CH2:17][CH:18]=[CH:19][CH2:20]3)[CH:7]=[CH:6][CH:5]=2>[Pd].CO>[CH3:1][C:2]1[NH:3][C:4]2[C:9]([CH:10]=1)=[C:8]([O:11][CH2:12][CH:13]([OH:35])[CH2:14][N:15]1[CH2:22][CH:21]3[N:23]([CH:25]4[CH2:34][CH2:33][C:32]5[C:27](=[CH:28][CH:29]=[CH:30][CH:31]=5)[CH2:26]4)[CH2:24][CH:16]1[CH2:17][CH2:18][CH2:19][CH2:20]3)[CH:7]=[CH:6][CH:5]=2. Procedure details: 1-(2-Methyl-1H-indol-4-yloxy)-3-(9-naphthalen-2-yl-7,9-diaza-bicyclo[4.2.2]dec-3-en-7-yl)-propan-2-ol (0.05 g, 0.107 mmol), 10% Pd/C (0.05 g), methanol (15 mL) were placed in an hydrogenation bottle under H2 atmosphere (60 psi) and shaken overnight. The resulting mixture was filtered and the solvent evaporated under reduced pressure to yield a crude solid. The crude solid was purified with flash chromatography [20% Ethyl acetate/heptane] to yield the title compound as a residue. The reactants are 13.8, N1N=CN=C1 (1H-1,2,4-triazole), BrC1=CC=C(C=C1)OC (1-bromo-4-methoxybenzene), C([O-])([O-])=O.[K+].[K+] (potassium carbonate). The reagents and catalysts are [Cu]Cl (copper (I)chloride). Run in CN(C=O)C (N,N-dimethylformamide). The product is COC1=CC=C(C=C1)N1N=CN=C1 (1-(4-methoxyphenyl)-1H-1,2,4-triazole). Isolated yield 44.5%. As a reaction SMILES: [NH:1]1[CH:5]=[N:4][CH:3]=[N:2]1.Br[C:7]1[CH:12]=[CH:11][C:10]([O:13][CH3:14])=[CH:9][CH:8]=1.C(=O)([O-])[O-].[K+].[K+]>[Cu]Cl.CN(C)C=O>[CH3:14][O:13][C:10]1[CH:11]=[CH:12][C:7]([N:1]2[CH:5]=[N:4][CH:3]=[N:2]2)=[CH:8][CH:9]=1 |f:2.3.4|. Procedure: A mixture of 13.8 parts of 1H-1,2,4-triazole, 18.7 parts of 1-bromo-4-methoxybenzene, 5 parts of potassium carbonate, 0.5 parts of copper (I)chloride and 90 parts of N,N-dimethylformamide is stirred and refluxed for 2 days. The reaction mixture is cooled and poured onto water. The product is extracted twice with benzene. The combined extracts are washed with water, dried, filtered and evaporated. The residue is purified by column-chromatography over silica gel using trichloromethane as eluent. T... Starting materials: CO, Cl, CC(C)(C)OC(=O)N1CCc2c(C=C[N+](=O)[O-])c3ccccc3n2CC1. The product is O=[N+]([O-])C=Cc1c2n(c3ccccc13)CCNCC2. Reaction SMILES: [CH3:28][OH:29].[ClH:27].[N+:1](=[O:2])([O-:3])[CH:4]=[CH:5][c:6]1[c:7]2[n:8]([c:9]3[cH:10][cH:11][cH:12][cH:13][c:14]13)[CH2:15][CH2:16][N:17]([C:20]([O:21][C:22]([CH3:23])([CH3:24])[CH3:25])=[O:26])[CH2:18][CH2:19]2>>[N+:1](=[O:2])([O-:3])[CH:4]=[CH:5][c:6]1[c:7]2[n:8]([c:9]3[cH:10][cH:11][cH:12][cH:13][c:14]13)[CH2:15][CH2:16][NH:17][CH2:18][CH2:19]2. The reactants are CS(=O)(=O)NC1=CC2=C(C(C=C(O2)C(=O)Cl)=O)C=C1OC1=CC=CC=C1 (7-Methylsulfonylamino-6-phenoxy-4H-1-benzopyran-4-one-2-carboxylic acid chloride), B.[Na] (sodium boron hydride). Product: OCC=1OC2=C(C(C1)=O)C=C(C(=C2)NS(=O)(=O)C)OC2=CC=CC=C2 (2-hydroxymethyl-7-methylsulfonylamino-6-phenoxy-4H-1-benzopyran-4-one). RXN SMILES: [CH3:1][S:2]([NH:5][C:6]1[C:19]([O:20][C:21]2[CH:26]=[CH:25][CH:24]=[CH:23][CH:22]=2)=[CH:18][C:9]2[C:10](=[O:17])[CH:11]=[C:12]([C:14](Cl)=[O:15])[O:13][C:8]=2[CH:7]=1)(=[O:4])=[O:3].B.[Na]>>[OH:15][CH2:14][C:12]1[O:13][C:8]2[CH:7]=[C:6]([NH:5][S:2]([CH3:1])(=[O:3])=[O:4])[C:19]([O:20][C:21]3[CH:26]=[CH:25][CH:24]=[CH:23][CH:22]=3)=[CH:18][C:9]=2[C:10](=[O:17])[CH:11]=1 |f:1.2,^1:27|. Reported procedure: 7-Methylsulfonylamino-6-phenoxy-4H-1-benzopyran-4-one-2-carboxylic acid chloride was reduced by sodium boron hydride to obtain 2-hydroxymethyl-7-methylsulfonylamino-6-phenoxy-4H-1-benzopyran-4-one. The reactants are C(C)C1(NC(C(N1)=S)(C)CC)C (2,5-diethyl-2,5-dimethylimidazolidin-4-thione), [OH-].[Na+] (NaOH), OO (H2O2), OS(=O)[O-].[Na+] (NaHSO3), thione, [OH-].[Na+] (NaOH), thione. The solvent is O (water), O (water). Conditions: temperature 1 celsius, time 2 hour. Product: C(C)C1(NC(C(N1)=O)(C)CC)C (2,5-diethy-2,5-dimethylimidazolidin-4-one). RXN SMILES: [CH2:1]([C:3]1([CH3:12])[NH:7][C:6](=S)[C:5]([CH2:10][CH3:11])([CH3:9])[NH:4]1)[CH3:2].[OH-].[Na+].OO.[OH:17]S([O-])=O.[Na+]>O>[CH2:1]([C:3]1([CH3:12])[NH:7][C:6](=[O:17])[C:5]([CH2:10][CH3:11])([CH3:9])[NH:4]1)[CH3:2] |f:1.2,4.5|. Procedure: A 5 liter 4-necked round-bottomed flask equipped with a mechanical stirrer and thermocouple thermometer was charged with 250 ml water and 43.3 g (0.232 mol) of 2,5-diethyl-2,5-dimethylimidazolidin-4-thione. In order to make the thione dissolve, 1.8 g NaOH was added. The solution was cooled to 0-2° C. with a dry ice-acetone bath. The flask was fitted with two additional funels. Simultaneously, a solution of 16.7 g NaOH in 100 ml water (total of 18.5 g or 0.464 mol of NaOH used) was added through ... Reactants: C(C)(=O)OCC(C(=O)[O-])CCCCBr (2-acetoxymethyl-4-bromobut-1-yl-acetate), NC1=NC(=C2NC=NC2=N1)Cl (2-amino-6-chloro-purine), C([O-])([O-])=O.[K+].[K+] (potassium carbonate), CN(C=O)C (dimethylformamide). Product: C(C)(=O)OCC(CCN1C2=NC(=NC(=C2N=C1)Cl)N)COC(C)=O (9-(4-acetoxy-3-acetoxymethyl-but-1-yl)-2-amino-6-chloropurine). Isolated yield 80.0%. As a reaction SMILES: [C:1]([O:4][CH2:5][CH:6]([CH2:10][CH2:11]CCBr)[C:7]([O-:9])=O)(=[O:3])[CH3:2].[NH2:15][C:16]1[N:24]=[C:23]2[C:19]([NH:20][CH:21]=[N:22]2)=[C:18]([Cl:25])[N:17]=1.[C:26](=[O:29])([O-])[O-].[K+].[K+].[CH3:32]N(C)C=O>>[C:26]([O:9][CH2:7][CH:6]([CH2:5][O:4][C:1](=[O:3])[CH3:2])[CH2:10][CH2:11][N:22]1[CH:21]=[N:20][C:19]2[C:23]1=[N:24][C:16]([NH2:15])=[N:17][C:18]=2[Cl:25])(=[O:29])[CH3:32] |f:2.3.4|. Reported procedure: A mixture of 2-acetoxymethyl-4-bromobut-1-yl-acetate (13.0 g, 48.7 mmol), 2-amino-6-chloro-purine (8.25 g, 48.7 mmol) and anhydrous potassium carbonate (10 g, 72.5 mmol) was stirred in dry dimethylformamide (100 ml) for 18 hours at room temperature. The reaction mixture was then filtered, the filtrate evaporated, and the residue purified by column chromatography on silica gel (500 g). Elution with 3% methanol in chloroform afforded 9-(4-acetoxy-3-acetoxymethyl-but-1-yl)-2-amino-6-chloropurine as... The reactants are C(C)(=O)OCC (ethyl acetate), BrC(CN(C1=CC=C(C#N)C=C1)N1C=NN=C1)C (4-[(2-bromo-propyl)-[1,2,4]triazol-4-yl-amino]-benzonitrile), OC1=CC=C(C=C1)S (4-hydroxy-thiophenol), C([O-])([O-])=O.[K+].[K+] (potassium carbonate). The solvent is O (water), CN(C)C=O (DMF). Reaction conditions: time 48 hour. Yields the product OC1=CC=C(C=C1)SCCCN(C1=CC=C(C#N)C=C1)N1C=NN=C1 (4-{[3-(4-Hydroxy-phenylsulfanyl)-propyl]-[1,2,4]triazol-4-yl-amino}-benzonitrile). RXN SMILES: Br[CH:2]([CH3:18])[CH2:3][N:4]([N:13]1[CH:17]=[N:16][N:15]=[CH:14]1)[C:5]1[CH:12]=[CH:11][C:8]([C:9]#[N:10])=[CH:7][CH:6]=1.[OH:19][C:20]1[CH:25]=[CH:24][C:23]([SH:26])=[CH:22][CH:21]=1.C(=O)([O-])[O-].[K+].[K+].C(OCC)(=O)C>CN(C=O)C.O>[OH:19][C:20]1[CH:25]=[CH:24][C:23]([S:26][CH2:18][CH2:2][CH2:3][N:4]([N:13]2[CH:17]=[N:16][N:15]=[CH:14]2)[C:5]2[CH:12]=[CH:11][C:8]([C:9]#[N:10])=[CH:7][CH:6]=2)=[CH:22][CH:21]=1 |f:2.3.4|. Procedure: A mixture of 4-[(2-bromo-propyl)-[1,2,4]triazol-4-yl-amino]-benzonitrile (CAB02180, 146 mg, 0.50 mmol), 4-hydroxy-thiophenol (240 mg, 1.0 mmol) and potassium carbonate (276 mg, 2.0 mmol) in DMF (10 mL) was stirred for 48 hours at room temperature. The mixture was transferred into a separation funnel and ethyl acetate (50 mL) and water (50 mL) were added. The organic layer was separated, washed with brine (30 mL), dried over sodium sulphate and concentrated under reduced pressure. The residue was...